Dataset: the Open Reaction Database (ORD), a public repository of structured organic reaction records. Task: describe an organic reaction: reactants, conditions, products, and yield Starting materials: CC(C)(C)[Si](OCCOCCO)(C)C (2-[2-[[(1,1-dimethylethyl) dimethylsilyl]oxy]ethoxy]ethanol), C1(=CC=CC=C1)P(C1=CC=CC=C1)C1=CC=CC=C1 (triphenylphosphine), C(Br)(Br)(Br)Br (carbon tetrabromide). Run in C(Cl)Cl (methylene chloride). Conditions: time 15 minute. Yields the product BrCCOCCO[Si](C)(C)C(C)(C)C ([2-(2-bromoethoxy)ethoxy](1,1-dimethylethyl) dimethylsilane). Yield: 70.2%. Reaction SMILES: [C:1]([Br:5])(Br)(Br)Br.[CH3:6][C:7]([Si:10]([CH3:19])([CH3:18])[O:11][CH2:12][CH2:13][O:14][CH2:15]CO)([CH3:9])[CH3:8].C1(P(C2C=CC=CC=2)C2C=CC=CC=2)C=CC=CC=1>C(Cl)Cl>[Br:5][CH2:1][CH2:15][O:14][CH2:13][CH2:12][O:11][Si:10]([C:7]([CH3:9])([CH3:8])[CH3:6])([CH3:19])[CH3:18]. Reported procedure: 18.2 g of carbon tetrabromide is added over 15 minutes at −15°/−20° C. to a mixture containing 11.2 g of the product of Stage A and 14.4 g of triphenylphosphine in 100 cm3 of methylene chloride. Agitation is carried out for 1 hour 15 minutes at −15° C., the solvent is evaporated off, followed by taking up in pentane, agitating at ambient temperature, separating, washing with pentane and drying at 50° C. under reduced pressure. 10.1 g of expected product is obtained. The reactants are BrC(C(SC1=C(C=C(C=C1Cl)[N+](=O)[O-])Cl)(F)F)(F)F (4-(2-bromo-1,1,2,2-tetrafluoroethylthio)-3,5-dichloronitrobenzene), Cl (hydrochloric acid). Solvent: CS(=O)C (dimethyl sulfoxide). Conditions: temperature 150 celsius. Yields the product ClC1=CC(=CC=2C(C(SC21)(F)F)(F)F)[N+](=O)[O-] (7-chloro-2,2,3,3-tetrafluoro-2,3-dihydro-5-nitrobenzothiophene). Yield: 55.5%. RXN SMILES: Br[C:2]([F:19])([F:18])[C:3]([F:17])([F:16])[S:4][C:5]1[C:10]([Cl:11])=[CH:9][C:8]([N+:12]([O-:14])=[O:13])=[CH:7][C:6]=1Cl.Cl>CS(C)=O>[Cl:11][C:10]1[C:5]2[S:4][C:3]([F:17])([F:16])[C:2]([F:19])([F:18])[C:6]=2[CH:7]=[C:8]([N+:12]([O-:14])=[O:13])[CH:9]=1. Procedure: Under a dry argon atmosphere a stirred mixture of 18.8 g (0.047 mole) 4-(2-bromo-1,1,2,2-tetrafluoroethylthio)-3,5-dichloronitrobenzene, 14.8 g (0.23 mole) cooper powder, and 7.3 g (0.0478 mole) 2,2'-dipyridyl in 300 ml of dimethyl sulfoxide was heated at 150° C. for 15 minutes. The mixture was cooled and poured into a separatory funnel containing approximately 100 g of 2N hydrochloric acid. The aqueous mixture was extracted with three 150 ml portions of diethyl ether and the extracts were combi... The reactants are CN1C[C@H](C[C@@H]2C=3C=CC=C4NC(=C(C[C@@H]12)C34)SC)NC(N(CC)CC)=O (3-(6-methyl-2-methylthio-8α-ergolinyl)-1,1-diethylurea), BrBr (bromine). Solvent: C(Cl)Cl (methylene chloride), C(Cl)Cl (methylene chloride). Conditions: time 20 minute. The product is BrC=1C=C2NC(=C3C[C@H]4N(C[C@H](C[C@@H]4C(C1)=C32)NC(N(CC)CC)=O)C)SC (3-(13-Bromo-6-methyl-2-methylthio-8α-ergolinyl)-1,1-diethylurea). Reaction SMILES: [CH3:1][N:2]1[C@H:16]2[C@@H:6]([C:7]3[CH:8]=[CH:9][CH:10]=[C:11]4[C:17]=3[C:14]([CH2:15]2)=[C:13]([S:18][CH3:19])[NH:12]4)[CH2:5][C@H:4]([NH:20][C:21](=[O:27])[N:22]([CH2:25][CH3:26])[CH2:23][CH3:24])[CH2:3]1.[Br:28]Br>C(Cl)Cl>[Br:28][C:9]1[CH:10]=[C:11]2[C:17]3[C:14]([CH2:15][C@@H:16]4[C@@H:6]([C:7]=3[CH:8]=1)[CH2:5][C@H:4]([NH:20][C:21](=[O:27])[N:22]([CH2:23][CH3:24])[CH2:25][CH3:26])[CH2:3][N:2]4[CH3:1])=[C:13]([S:18][CH3:19])[NH:12]2. Procedure: A solution is prepared from 11.2 g of 3-(6-methyl-2-methylthio-8α-ergolinyl)-1,1-diethylurea (29 mmol) in 400 ml of methylene chloride p.a. and, at room temperature, 1.45 ml of bromine (26 mmol) dissolved in 100 ml of methylene chloride p.a. is added dropwise thereto within 20 minutes. After 15 minutes of agitation, the solvent is distilled off under vacuum, the residue is taken up in methylene chloride and methanol, and crystallized by adding ethyl acetate with a small amount of diisopropyl eth...